This data is from the Open Reaction Database (ORD), a public repository of structured organic reaction records. The task is: describe an organic reaction: reactants, conditions, products, and yield Reactants: [N+](=O)([O-])C1=CC=C(OCCCN2N=NC=C2)C=C1 (1-[3-(4-Nitro-phenoxy)-propyl]-1H-[1,2,3]triazole). The reagents and catalysts are [Pd] (palladium on charcoal). Solvent: C1CCOC1 (THF). The product is N1(N=NC=C1)CCCOC1=CC=C(C=C1)N (4-(3-[1,2,3]Triazol-1-yl-propoxy)-phenylamine). Reaction SMILES: [N+:1]([C:4]1[CH:18]=[CH:17][C:7]([O:8][CH2:9][CH2:10][CH2:11][N:12]2[CH:16]=[CH:15][N:14]=[N:13]2)=[CH:6][CH:5]=1)([O-])=O>C1COCC1.[Pd]>[N:12]1([CH2:11][CH2:10][CH2:9][O:8][C:7]2[CH:6]=[CH:5][C:4]([NH2:1])=[CH:18][CH:17]=2)[CH:16]=[CH:15][N:14]=[N:13]1. Procedure: 1-[3-(4-Nitro-phenoxy)-propyl]-1H-[1,2,3]triazole (2.87 g, 11.6 mmol) is dissolved in THF (40 ml) and hydrogenated for 2.5 h in the presence of palladium on charcoal (10%, 500 mg). After filtration and concentration in vacuo 4-(3-[1,2,3]Triazol-1-yl-propoxy)-phenylamine can be isolated as orange oil which is precipitated with diethyl ether. Yield 2.48 g (98%) Starting materials: [OH-].[Na+] (sodium hydroxide), ClC[C@@H](O)C1=CC=C(C=C1)F (2-chloro-(1S)-1-(4-fluorophenyl)ethanol). The solvent is C(C)OCC (diethyl ether). Run at time 5 hour. Product: FC1=CC=C(C=C1)[C@@H]1OC1 ((2S)-2-(4-fluorophenyl)oxirane). The yield is 100.6%. As a reaction SMILES: [OH-].[Na+].Cl[CH2:4][C@H:5]([C:7]1[CH:12]=[CH:11][C:10]([F:13])=[CH:9][CH:8]=1)[OH:6]>C(OCC)C>[F:13][C:10]1[CH:11]=[CH:12][C:7]([C@H:5]2[CH2:4][O:6]2)=[CH:8][CH:9]=1 |f:0.1|. Reported procedure: 1.6 M aqueous sodium hydroxide solution (50 ml) was added to a solution of 2-chloro-(1S)-1-(4-fluorophenyl)ethanol (10.4 g) in diethyl ether (40 ml), and the mixture was stirred at room temperature for 5 hrs. The organic layer was separated and the aqueous layer was extracted with diethyl ether. The combined organic layer was washed with brine and dried over anhydrous sodium sulfate. The solvent was evaporated to give (2S)-2-(4-fluorophenyl)oxirane (8.28 g) as a colorless oil. The reactants are COC(=O)CBr, c1ccc(COc2ccc3[nH]ccc3c2)cc1, [H-], [Na+], CN(C)C=O. The product is COC(=O)Cn1ccc2cc(OCc3ccccc3)ccc21. RXN SMILES: [Br:20][CH2:21][C:22](=[O:23])[O:24][CH3:25].[CH2:1]([c:2]1[cH:3][cH:4][cH:5][cH:6][cH:7]1)[O:8][c:9]1[cH:10][c:11]2[cH:12][cH:13][nH:14][c:15]2[cH:16][cH:17]1.[H-:18].[Na+:19].[O:26]=[CH:27][N:28]([CH3:29])[CH3:30]>>[CH2:1]([c:2]1[cH:3][cH:4][cH:5][cH:6][cH:7]1)[O:8][c:9]1[cH:10][c:11]2[cH:12][cH:13][n:14]([CH2:21][C:22](=[O:23])[O:24][CH3:25])[c:15]2[cH:16][cH:17]1. Starting materials: C(C1=CC=CC=C1)N(C(C1=CC=C(C=C1)CC(C)C)C1=CC=C(C=C1)CC(C)C)C=1C=C(C(=O)C2=CN(C3=CC=CC=C23)CCCC(=O)OCC2=CC=CC=C2)C=CC1 (Benzyl 4-[3-[3-[N-benzyl-N-[bis(4-isobutylphenyl)methyl]amino]benzoyl]indol-1-yl]butyrate). The reagents and catalysts are [Pd] (palladium on carbon). Run in CO (methanol), O1CCOCC1 (1,4-dioxane). Reaction conditions: time 5 hour. Product: C(C1=CC=CC=C1)N(C(C1=CC=C(C=C1)CC(C)C)C1=CC=C(C=C1)CC(C)C)C=1C=C(C(=O)C2=CN(C3=CC=CC=C23)CCCC(=O)O)C=CC1 (4-[3-[3-[N-benzyl-N-[bis(4-isobutylphenyl)methyl]amino]benzoyl]indol-1-yl]butyric acid), powder. RXN SMILES: [CH2:1]([N:8]([C:30]1[CH:31]=[C:32]([CH:57]=[CH:58][CH:59]=1)[C:33]([C:35]1[C:43]2[C:38](=[CH:39][CH:40]=[CH:41][CH:42]=2)[N:37]([CH2:44][CH2:45][CH2:46][C:47]([O:49]CC2C=CC=CC=2)=[O:48])[CH:36]=1)=[O:34])[CH:9]([C:20]1[CH:25]=[CH:24][C:23]([CH2:26][CH:27]([CH3:29])[CH3:28])=[CH:22][CH:21]=1)[C:10]1[CH:15]=[CH:14][C:13]([CH2:16][CH:17]([CH3:19])[CH3:18])=[CH:12][CH:11]=1)[C:2]1[CH:7]=[CH:6][CH:5]=[CH:4][CH:3]=1>CO.O1CCOCC1.[Pd]>[CH2:1]([N:8]([C:30]1[CH:31]=[C:32]([CH:57]=[CH:58][CH:59]=1)[C:33]([C:35]1[C:43]2[C:38](=[CH:39][CH:40]=[CH:41][CH:42]=2)[N:37]([CH2:44][CH2:45][CH2:46][C:47]([OH:49])=[O:48])[CH:36]=1)=[O:34])[CH:9]([C:10]1[CH:15]=[CH:14][C:13]([CH2:16][CH:17]([CH3:19])[CH3:18])=[CH:12][CH:11]=1)[C:20]1[CH:21]=[CH:22][C:23]([CH2:26][CH:27]([CH3:29])[CH3:28])=[CH:24][CH:25]=1)[C:2]1[CH:7]=[CH:6][CH:5]=[CH:4][CH:3]=1. Procedure details: Benzyl 4-[3-[3-[N-benzyl-N-[bis(4-isobutylphenyl)methyl]amino]benzoyl]indol-1-yl]butyrate (24 mg) was dissolved in a mixture of methanol 93 ml) and 1,4-dioxane (3 ml), and 10% palladium on carbon (12 mg) was added. The mixture was stirred under hydrogen atmosphere at room temperature for 5 hours. The catalyst was removed by filtration and the filtrate was evaporated. The residue was chromatographed on silica gel (2 g) eluting with a mixture of chloroform and methanol (50:1) to give 4-[3-[3-[N-be... The reactants are O=C1CCC(=O)N1Br, O=C(OOC(=O)c1ccccc1)c1ccccc1, ClC(Cl)(Cl)Cl, CCCCOc1ccc([N+](=O)[O-])cc1C, O. Product: CCCCOc1ccc([N+](=O)[O-])cc1CBr. Reaction SMILES: [Br:39][N:40]1[C:41](=[O:42])[CH2:43][CH2:44][C:45]1=[O:46].[C:16]([O:17][O:18][C:19](=[O:20])[c:21]1[cH:22][cH:23][cH:24][cH:25][cH:26]1)(=[O:27])[c:28]1[cH:29][cH:30][cH:31][cH:32][cH:33]1.[C:34]([Cl:35])([Cl:36])([Cl:37])[Cl:38].[N+:1](=[O:2])([O-:3])[c:4]1[cH:5][cH:6][c:7]([O:11][CH2:12][CH2:13][CH2:14][CH3:15])[c:8]([CH3:10])[cH:9]1.[OH2:47]>>[N+:1](=[O:2])([O-:3])[c:4]1[cH:5][cH:6][c:7]([O:11][CH2:12][CH2:13][CH2:14][CH3:15])[c:8]([CH2:10][Br:39])[cH:9]1.